This data is from the Open Reaction Database (ORD), a public repository of structured organic reaction records. The task is: describe an organic reaction: reactants, conditions, products, and yield The reactants are CC1(NC1)C (2,2-dimethylaziridine), C1(=CC=C(C=C1)S(=O)(=O)Cl)C (p-toluenesulfonyl chloride). Solvent: N1=CC=CC=C1 (pyridine), CCOCC (ether). Run at temperature 0 celsius, time 2 hour. Yields the product CC1(N(C1)S(=O)(=O)C1=CC=C(C=C1)C)C (2,2-dimethyl-N-p-toluenesulfonyl-aziridine). Yield: 26.2%. RXN SMILES: [CH3:1][C:2]1([CH3:5])[CH2:4][NH:3]1.[C:6]1([CH3:16])[CH:11]=[CH:10][C:9]([S:12](Cl)(=[O:14])=[O:13])=[CH:8][CH:7]=1>N1C=CC=CC=1.CCOCC>[CH3:1][C:2]1([CH3:5])[CH2:4][N:3]1[S:12]([C:9]1[CH:10]=[CH:11][C:6]([CH3:16])=[CH:7][CH:8]=1)(=[O:14])=[O:13]. Procedure details: To a solution of 2,2-dimethylaziridine (5.42 g; 0.076 mole; sold by Polysciences, Inc., Warrington, PA) in pyridine (100 mL) cooled in an ice bath, is added p-toluenesulfonyl chloride (21.81 g; 0.114 mole) in one portion. The reaction is stirred at 0° C. for 2 hours; diluted with ether (400 mL); washed with cold 10% H3PO4 (2×150 mL), with a saturated NaHCO3 solution (3×150 mL) and brine (1×150 mL); and dried over MgSO4. Rotary evaporation of the solution affords a yellowish solid which is crysta... Reactants: CCO, CC(C)Oc1ccc(C#N)cc1Cl, NO. The product is CC(C)Oc1ccc(C(=N)NO)cc1Cl. Reaction SMILES: [CH3:16][CH2:17][OH:18].[Cl:1][c:2]1[cH:3][c:4]([C:5]#[N:6])[cH:7][cH:8][c:9]1[O:10][CH:11]([CH3:12])[CH3:13].[NH2:14][OH:15]>>[Cl:1][c:2]1[cH:3][c:4]([C:5](=[NH:6])[NH:14][OH:15])[cH:7][cH:8][c:9]1[O:10][CH:11]([CH3:12])[CH3:13]. Reactants: [Br-], C=CCN(C)C(=O)Nc1cc(C(C)(C)C)on1, CSC, CO, ClCCl, [K+], O=[O+][O-], O. Yields the product CN1CC(O)N(c2cc(C(C)(C)C)on2)C1=O. Reaction SMILES: [Br-:24].[C:1]([CH3:2])([CH3:3])([CH3:4])[c:5]1[cH:6][c:7]([NH:10][C:11](=[O:12])[N:13]([CH3:14])[CH2:15][CH:16]=[CH2:17])[n:8][o:9]1.[CH3:21][S:22][CH3:23].[CH3:30][OH:31].[Cl:27][CH2:28][Cl:29].[K+:25].[O-:18][O+:19]=[O:20].[OH2:26]>>[C:1]([CH3:2])([CH3:3])([CH3:4])[c:5]1[cH:6][c:7]([N:10]2[C:11](=[O:12])[N:13]([CH3:14])[CH2:15][CH:16]2[OH:18])[n:8][o:9]1. The product is FC1=C(C=C2C=CC=NC2=C1)CC1=CN=C2N1N=C(C=C2)\C(\C)=N\NC(=O)NC2=CC=CC=C2 ((E)-2-(1-(3-((7-Fluoroquinolin-6-yl)methyl)imidazo[1,2-b]pyridazin-6-yl)ethylidene)-N-phenylhydrazinecarboxamide). Isolated yield 36.0%. As a reaction SMILES: [C:1]1([NH:7][C:8]([NH:10][NH2:11])=[O:9])[CH:6]=[CH:5][CH:4]=[CH:3][CH:2]=1.[F:12][C:13]1[CH:22]=[C:21]2[C:16]([CH:17]=[CH:18][CH:19]=[N:20]2)=[CH:15][C:14]=1[CH2:23][C:24]1[N:28]2[N:29]=[C:30]([C:33](=O)[CH3:34])[CH:31]=[CH:32][C:27]2=[N:26][CH:25]=1>>[F:12][C:13]1[CH:22]=[C:21]2[C:16]([CH:17]=[CH:18][CH:19]=[N:20]2)=[CH:15][C:14]=1[CH2:23][C:24]1[N:28]2[N:29]=[C:30](/[C:33](=[N:11]/[NH:10][C:8]([NH:7][C:1]3[CH:2]=[CH:3][CH:4]=[CH:5][CH:6]=3)=[O:9])/[CH3:34])[CH:31]=[CH:32][C:27]2=[N:26][CH:25]=1. The reactants are C1(=CC=CC=C1)NC(=O)NN (N-phenylhydrazine carboxamide), FC1=C(C=C2C=CC=NC2=C1)CC1=CN=C2N1N=C(C=C2)C(C)=O (1-[3-(7-fluoro-quinolin-6-ylmethyl)-imidazo[1,2-b]pyridazin-6-yl]-ethanone). Procedure details: The title compound was prepared from N-phenylhydrazine carboxamide and 1-[3-(7-fluoro-quinolin-6-ylmethyl)-imidazo[1,2-b]pyridazin-6-yl]-ethanone in analogy to the synthesis of example 1 in 36% yield. 1H-NMR (400 MHz, DMSO-d6) δ ppm 10.13 (s, 1H), 9.06 (s, 1H), 8.86 (dd, 1H), 8.30 (t, 2H), 8.06 (d, 1H), 7.96 (d, 1H), 7.78 (d, 1H), 7.69 (s, 1H), 7.60 (d, 2H), 7.48 (q, 1H), 7.31 (t, 2H), 7.04 (t, 1H), 4.58 (s, 2H), 2.32 (s, 3H). LCMS (method C): [MH]+=454, tR=3.89 min. Reactants: CCOC(=O)c1cnc2nc(C)ccc2c1Cl, Nc1ccc(Oc2ccccn2)cc1. The product is Cl, CCOC(=O)c1cnc2nc(C)ccc2c1Nc1ccc(Oc2ccccn2)cc1. As a reaction SMILES: [Cl:1][c:2]1[c:3]([C:13](=[O:14])[O:15][CH2:16][CH3:17])[cH:4][n:5][c:6]2[n:7][c:8]([CH3:12])[cH:9][cH:10][c:11]12.[n:18]1[c:19]([O:24][c:25]2[cH:26][cH:27][c:28]([NH2:29])[cH:30][cH:31]2)[cH:20][cH:21][cH:22][cH:23]1>>[ClH:1].[c:2]1([NH:29][c:28]2[cH:27][cH:26][c:25]([O:24][c:19]3[n:18][cH:23][cH:22][cH:21][cH:20]3)[cH:31][cH:30]2)[c:3]([C:13](=[O:14])[O:15][CH2:16][CH3:17])[cH:4][n:5][c:6]2[n:7][c:8]([CH3:12])[cH:9][cH:10][c:11]12. The reactants are C([O-])(O)=O.[Na+] (sodium bicarbonate), C1OC(C(CC(=O)OC)C)OC1 (methyl 4,4-ethylenedioxy-3-methyl-butanoate), [Li] (lithium), [H-] (hydride). Solvent: CCOCC (ether), CCOCC (ether). Reaction conditions: time 2 hour. The product is C1OC(C(CCO)C)OC1 (4,4-ethylenedioxy-3-methyl-1-butanol). The yield is 28.1%. Reaction SMILES: [CH2:1]1[CH2:12][O:11][CH:3]([CH:4]([CH3:10])[CH2:5][C:6](OC)=[O:7])[O:2]1.[Li].[H-].C(=O)(O)[O-].[Na+]>CCOCC>[CH2:1]1[CH2:12][O:11][CH:3]([CH:4]([CH3:10])[CH2:5][CH2:6][OH:7])[O:2]1 |f:3.4,^1:12|. Reported procedure: A solution of methyl 4,4-ethylenedioxy-3-methyl-butanoate (63.2 g) in ether (200 ml) is added dropwise to a mixture of lithium alumnium hydride (13.8 g, 0.363 m) in ether (500 ml) at 0° C. under nitrogen. The resulting mixture is stirred for 2 hours, treated with 5% sodium bicarbonate solution (100 ml), allowed to warm to room temperature and filtered. The filtrate is dried (Na2SO4) and the solvent is evaporated in vacuo to give the crude product (26 g). This material is further purified by colu...